From a dataset of the Open Reaction Database (ORD), a public repository of structured organic reaction records. describe an organic reaction: reactants, conditions, products, and yield Starting materials: CN(CCC(=O)C1CC1)C (cyclopropyl 2-dimethylaminoethyl ketone), Grignard reagent, CCOCC (ether), BrC1=CC=C(C=C1)OC (4-bromoanisole), [Mg] (magnesium), CCOCC (ether). Run in O (water). Yields the product C1(CC1)C(CCN(C)C)(O)C1=CC=C(C=C1)OC (1-Cyclopropyl-3-dimethylamino-1-(4-methoxyphenyl)-1-propanol). As a reaction SMILES: Br[C:2]1[CH:7]=[CH:6][C:5]([O:8][CH3:9])=[CH:4][CH:3]=1.[Mg].CCOCC.[CH3:16][N:17]([CH3:25])[CH2:18][CH2:19][C:20]([CH:22]1[CH2:24][CH2:23]1)=[O:21]>O>[CH:22]1([C:20]([C:2]2[CH:7]=[CH:6][C:5]([O:8][CH3:9])=[CH:4][CH:3]=2)([OH:21])[CH2:19][CH2:18][N:17]([CH3:25])[CH3:16])[CH2:24][CH2:23]1. Reported procedure: The Grignard reagent prepared from 86 g. (0.46 mole) of 4-bromoanisole and 11.2 g. (0.46 mole) of magnesium metal in 200 ml. of dry ether was cooled to -20° C. and treated dropwise with 30 g. (0.23 mole) of cyclopropyl 2-dimethylaminoethyl ketone in 100 ml. of dry ether. After addition the mixture was allowed to warm to room temperature, then hydrolyzed with water and worked up as described in Preparation I. The oily product was distilled at 110°-115° C./0.1 mm.; the yield of free base was 16 g.... Starting materials: CCCCN(CC(CC1CCCCC1)NC(=O)OC(C)(C)C)C(=O)OCC[Si](C)(C)C, CCO, CCOCC, O, Cc1ccccc1S(=O)(=O)O. The product is CCCCN(CC(N)CC1CCCCC1)C(=O)OCC[Si](C)(C)C. RXN SMILES: [C:13]([O:14][C:15](=[O:16])[NH:20][CH:21]([CH2:22][N:23]([C:24](=[O:25])[O:26][CH2:27][CH2:28][Si:29]([CH3:30])([CH3:31])[CH3:32])[CH2:33][CH2:34][CH2:35][CH3:36])[CH2:37][CH:38]1[CH2:39][CH2:40][CH2:41][CH2:42][CH2:43]1)([CH3:17])([CH3:18])[CH3:19].[CH3:44][CH2:45][OH:46].[CH3:47][CH2:48][O:49][CH2:50][CH3:51].[OH2:1].[c:2]1([CH3:3])[c:4]([S:5]([OH:6])(=[O:7])=[O:8])[cH:9][cH:10][cH:11][cH:12]1>>[NH2:20][CH:21]([CH2:22][N:23]([C:24](=[O:25])[O:26][CH2:27][CH2:28][Si:29]([CH3:30])([CH3:31])[CH3:32])[CH2:33][CH2:34][CH2:35][CH3:36])[CH2:37][CH:38]1[CH2:39][CH2:40][CH2:41][CH2:42][CH2:43]1.